From a dataset of the Open Reaction Database (ORD), a public repository of structured organic reaction records. describe an organic reaction: reactants, conditions, products, and yield Reactants: C1CCOC1, COC(=O)c1cc2c([nH]1)CCC2c1cc(C)cc(C)c1, CO, [Li+], [OH-], O. The product is Cc1cc(C)cc(C2CCc3[nH]c(C(=O)O)cc32)c1. RXN SMILES: [CH2:24]1[O:25][CH2:26][CH2:27][CH2:28]1.[CH3:1][c:2]1[cH:3][c:4]([CH:9]2[CH2:10][CH2:11][c:12]3[nH:13][c:14]([C:17](=[O:18])[O:19][CH3:20])[cH:15][c:16]32)[cH:5][c:6]([CH3:8])[cH:7]1.[CH3:29][OH:30].[Li+:23].[OH-:22].[OH2:21]>>[CH3:1][c:2]1[cH:3][c:4]([CH:9]2[CH2:10][CH2:11][c:12]3[nH:13][c:14]([C:17](=[O:18])[OH:19])[cH:15][c:16]32)[cH:5][c:6]([CH3:8])[cH:7]1. Starting materials: CCOC(C)=O, CC(=O)OC=CC1(C)CC(=O)N1, [H][H]. The product is CC(=O)OCCC1(C)CC(=O)N1. As a reaction SMILES: [CH3:15][CH2:16][O:17][C:18](=[O:19])[CH3:20].[CH3:1][C:2]1([CH:7]=[CH:8][O:9][C:10]([CH3:11])=[O:12])[CH2:3][C:4](=[O:6])[NH:5]1.[H:13][H:14]>>[CH3:1][C:2]1([CH2:7][CH2:8][O:9][C:10]([CH3:11])=[O:12])[CH2:3][C:4](=[O:6])[NH:5]1. Starting materials: NS(=O)(=O)C=1C=C(C=CC1OC)C[C@@H](C)NC(C)=O (N-{(1R)-2-[3-(aminosulfonyl)-4-methoxyphenyl]-1-methylethyl}acetamide). Run in Cl (HCl). Product: N[C@@H](CC=1C=CC(=C(C1)S(=O)(=O)N)OC)C ((R)-(−)-5-(2-aminopropyl)-2-methoxybenzenesulfonamide). RXN SMILES: [NH2:1][S:2]([C:5]1[CH:6]=[C:7]([CH2:13][C@H:14]([NH:16]C(=O)C)[CH3:15])[CH:8]=[CH:9][C:10]=1[O:11][CH3:12])(=[O:4])=[O:3]>Cl>[NH2:16][C@H:14]([CH3:15])[CH2:13][C:7]1[CH:8]=[CH:9][C:10]([O:11][CH3:12])=[C:5]([S:2]([NH2:1])(=[O:4])=[O:3])[CH:6]=1. Procedure details: Intermediate XI (10.5 g) is boiled in 5% HCl (250 ml) under a reflux condenser for 16 to 18 h. The course of the reaction is controlled with TLC detecting the starting substance. After the reaction is complete, the reaction mixture is concentrated to about ⅓ of its volume, then, a saturated solution of sodium carbonate (50 ml) is slowly added dropwise under stirring. After the addition, pH˜10 is controlled and the reaction mixture is stirred for 0.5 hour, then let to crystallize at 0° C. The pre...